Dataset: the Open Reaction Database (ORD), a public repository of structured organic reaction records. Task: describe an organic reaction: reactants, conditions, products, and yield Starting materials: COc1ccc(C2CCN(C(=O)OC(C)(C)C)CC2)c2sc(NC(=O)c3ccc(F)cc3)nc12, CO, Cl. Product: Cl, COc1ccc(C2CCNCC2)c2sc(NC(=O)c3ccc(F)cc3)nc12. Reaction SMILES: [C:1]([O:2][C:3](=[O:4])[N:8]1[CH2:9][CH2:10][CH:11]([c:14]2[cH:15][cH:16][c:17]([O:33][CH3:34])[c:18]3[n:19][c:20]([NH:23][C:24]([c:25]4[cH:26][cH:27][c:28]([F:31])[cH:29][cH:30]4)=[O:32])[s:21][c:22]23)[CH2:12][CH2:13]1)([CH3:5])([CH3:6])[CH3:7].[CH3:36][OH:37].[ClH:35]>>[ClH:35].[NH:8]1[CH2:9][CH2:10][CH:11]([c:14]2[cH:15][cH:16][c:17]([O:33][CH3:34])[c:18]3[n:19][c:20]([NH:23][C:24]([c:25]4[cH:26][cH:27][c:28]([F:31])[cH:29][cH:30]4)=[O:32])[s:21][c:22]23)[CH2:12][CH2:13]1. As a reaction SMILES: [O:1]1[CH2:6][CH2:5][N:4]([CH2:7][CH2:8][CH2:9][N:10]2[C:19]3[C:14](=[CH:15][C:16]([N+:20]([O-])=O)=[CH:17][CH:18]=3)[CH2:13][CH2:12][C:11]2=[O:23])[CH2:3][CH2:2]1.O.NN>CO.[Ni]>[NH2:20][C:16]1[CH:15]=[C:14]2[C:19](=[CH:18][CH:17]=1)[N:10]([CH2:9][CH2:8][CH2:7][N:4]1[CH2:3][CH2:2][O:1][CH2:6][CH2:5]1)[C:11](=[O:23])[CH2:12][CH2:13]2 |f:1.2|. Procedure: 1-(3-morpholinopropyl)-6-nitro-3,4-dihydroquinolin-2(1H)-one (78 mg, 0.244 mmol) in dry methanol (5 mL) was treated with Ra—Ni (˜0.05 g) followed by hydrazine hydrate (76 uL, 2.44 mmol) at room temperature and the resulting mixture was refluxed for 30 minutes. The reaction was cooled to room temperature, filtered through a celite bed and the bed washed with methanol (2×10 mL). The combined methanol layer was evaporated and crude was purified by column chromatography (2 M NH3 in MeOH:CH2Cl2, 2.5:... The product is NC=1C=C2CCC(N(C2=CC1)CCCN1CCOCC1)=O (6-amino-1-(3-morpholinopropyl)-3,4-dihydroquinolin-2(1H)-one). Starting materials: O1CCN(CC1)CCCN1C(CCC2=CC(=CC=C12)[N+](=O)[O-])=O (1-(3-morpholinopropyl)-6-nitro-3,4-dihydroquinolin-2(1H)-one), O.NN (hydrazine hydrate). Solvent: CO (methanol). The reagents and catalysts are [Ni] (Ra—Ni). Starting materials: C=CCC(C(N)=O)C(CC(C)C)C(=O)NC1N=C(c2ccccc2)c2ccccc2N(C)C1=O, CO, C1=CCC=CC1. The product is CCCC(C(N)=O)C(CC(C)C)C(=O)NC1N=C(c2ccccc2)c2ccccc2N(C)C1=O. As a reaction SMILES: [CH3:1][N:2]1[C:3](=[O:34])[CH:4]([NH:19][C:20]([CH:21]([CH:22]([C:23](=[O:24])[NH2:25])[CH2:26][CH:27]=[CH2:28])[CH2:29][CH:30]([CH3:31])[CH3:32])=[O:33])[N:5]=[C:6]([c:13]2[cH:14][cH:15][cH:16][cH:17][cH:18]2)[c:7]2[c:8]1[cH:9][cH:10][cH:11][cH:12]2.[CH3:41][OH:42].[CH:35]1=[CH:40][CH2:39][CH:38]=[CH:37][CH2:36]1>>[CH3:1][N:2]1[C:3](=[O:34])[CH:4]([NH:19][C:20]([CH:21]([CH:22]([C:23](=[O:24])[NH2:25])[CH2:26][CH2:27][CH3:28])[CH2:29][CH:30]([CH3:31])[CH3:32])=[O:33])[N:5]=[C:6]([c:13]2[cH:14][cH:15][cH:16][cH:17][cH:18]2)[c:7]2[c:8]1[cH:9][cH:10][cH:11][cH:12]2. The reactants are CCO, [Ca+2], [Cl-], [Cl-], Cl, Nc1cccc(F)c1N, Nc1ccc(F)cc1N, N#Cc1ccc(N)c([N+](=O)[O-])c1, [Na+], [OH-], O. The product is N#Cc1ccc(N)c(N)c1. RXN SMILES: [CH3:36][CH2:37][OH:38].[Ca+2:2].[Cl-:1].[Cl-:3].[ClH:39].[F:25][c:26]1[c:27]([NH2:28])[c:29]([NH2:30])[cH:31][cH:32][cH:33]1.[F:4][c:5]1[cH:6][cH:7][c:8]([NH2:9])[c:10]([NH2:11])[cH:12]1.[NH2:13][c:14]1[c:15]([N+:22]([O-:23])=[O:24])[cH:16][c:17]([C:18]#[N:19])[cH:20][cH:21]1.[Na+:35].[OH-:34].[OH2:40]>>[NH2:13][c:14]1[c:15]([NH2:22])[cH:16][c:17]([C:18]#[N:19])[cH:20][cH:21]1. The reactants are CN(C(OC(C)(C)C)=O)C1(CC1)COC=1C=NC=CC1 (tert-Butyl N-methyl-{1-[(3-pyridyloxy)methyl]cyclopropyl}carbamate), Cl (hydrochloric acid). Solvent: O1CCOCC1 (dioxane), O1CCOCC1 (dioxane), CCOCC (ether). Product: Cl.CNC1(CC1)COC=1C=NC=CC1 (N-Methyl-1-[(3-pyridyloxy)methyl]cyclopropanamine hydrochloride). Reaction SMILES: [CH3:1][N:2]([C:10]1([CH2:13][O:14][C:15]2[CH:16]=[N:17][CH:18]=[CH:19][CH:20]=2)[CH2:12][CH2:11]1)C(=O)OC(C)(C)C.[ClH:21]>O1CCOCC1.CCOCC>[ClH:21].[CH3:1][NH:2][C:10]1([CH2:13][O:14][C:15]2[CH:16]=[N:17][CH:18]=[CH:19][CH:20]=2)[CH2:12][CH2:11]1 |f:4.5|. Reported procedure: A solution containing 0.32 g of the compound obtained in Step 1 in 3 ml of dioxane and 3 ml of 4N hydrochloric acid in dioxane is stirred at ambient temperature and under an inert atmosphere, and is then diluted with ether. The liquid phase is then separated off and the residue is taken up in 25 ml of ethanol. The solution is concentrated to 2 ml and is then diluted with 20 ml of ether and stirred; the precipitate formed is filtered off, rinsed and dried, allowing the expected product to be isol... The reactants are CS(=O)(=O)O, COC(=O)C(=O)c1ccc(O)cc1, CN(C)C=O, CC(=O)O, [H-], [Na+], OCCOc1ccc2cccnc2c1. The product is COC(=O)C(=O)c1ccc(OCCOc2ccc3cccnc3c2)cc1. Reaction SMILES: [CH3:16][S:17]([OH:18])(=[O:19])=[O:20].[CH3:1][O:2][C:3]([C:4]([c:5]1[cH:6][cH:7][c:8]([OH:11])[cH:9][cH:10]1)=[O:12])=[O:13].[CH3:35][N:36]([CH3:37])[CH:38]=[O:39].[CH3:40][C:41](=[O:42])[OH:43].[H-:14].[Na+:15].[n:21]1[cH:22][cH:23][cH:24][c:25]2[cH:26][cH:27][c:28]([O:31][CH2:32][CH2:33][OH:34])[cH:29][c:30]12>>[CH3:1][O:2][C:3]([C:4]([c:5]1[cH:6][cH:7][c:8]([O:11][CH2:33][CH2:32][O:31][c:28]2[cH:27][cH:26][c:25]3[cH:24][cH:23][cH:22][n:21][c:30]3[cH:29]2)[cH:9][cH:10]1)=[O:12])=[O:13]. The reactants are Clc1ccc(Br)cn1, ClC(Cl)Cl, O=C(OC(=O)C(F)(F)F)C(F)(F)F, [Na+], [Na+], O, O=S([O-])([O-])=S. Product: [O-][n+]1cc(Br)ccc1Cl. Reaction SMILES: [Br:14][c:15]1[cH:16][cH:17][c:18]([Cl:21])[n:19][cH:20]1.[CH:30]([Cl:31])([Cl:32])[Cl:33].[F:1][C:2]([F:3])([F:5])[C:6](=[O:4])[O:7][C:8](=[O:9])[C:10]([F:11])([F:12])[F:13].[Na+:28].[Na+:29].[OH2:22].[S:23]([O-:24])([O-:25])(=[O:26])=[S:27]>>[O-:4][n+:19]1[c:18]([Cl:21])[cH:17][cH:16][c:15]([Br:14])[cH:20]1.